From a dataset of the Open Reaction Database (ORD), a public repository of structured organic reaction records. describe an organic reaction: reactants, conditions, products, and yield The product is C(C1=CC=CC=C1)(C1=CC=CC=C1)N1CC(C1)NC(C)=O (N-(1-Benzhydryl-azetidin-3-yl)-acetamide). Reaction SMILES: [CH:1]([N:14]1[CH2:17][CH:16]([NH2:18])[CH2:15]1)([C:8]1[CH:13]=[CH:12][CH:11]=[CH:10][CH:9]=1)[C:2]1[CH:7]=[CH:6][CH:5]=[CH:4][CH:3]=1.[C:19](Cl)(=[O:21])[CH3:20]>>[CH:1]([N:14]1[CH2:17][CH:16]([NH:18][C:19](=[O:21])[CH3:20])[CH2:15]1)([C:8]1[CH:13]=[CH:12][CH:11]=[CH:10][CH:9]=1)[C:2]1[CH:3]=[CH:4][CH:5]=[CH:6][CH:7]=1. Starting materials: C(C1=CC=CC=C1)(C1=CC=CC=C1)N1CC(C1)N (1-benzhydryl-azetidin-3-ylamine), C(C)(=O)Cl (acetyl chloride). Procedure details: The title compound was prepared from 1-benzhydryl-azetidin-3-ylamine and acetyl chloride by a procedure analogous to Example 70A. MS: 281 (MH+); HPLC Rf: 5.57 min; HPLC purity: 93%. The reactants are N#CN (cyanamide), C(C)(=O)O.NC=1N=C(SC1C(=O)C1=CC(=CC=C1)F)NC1=CC=C(C=C1)OCCN1CCCC1 ([4-Amino-2-[4-(2-pyrrolidin-1-yl-ethoxy)-phenylamino]-thiazol-5-yl]-(3-fluoro-phenyl)-methanone; Compound With Acetic Acid), BrCC(=O)C1=CC(=CC=C1)C(F)(F)F (2-bromo-1-(3-trifluoromethyl-phenyl)-ethanone). The product is NC=1N=C(SC1C(=O)C1=CC(=CC=C1)C(F)(F)F)NC1=CC=C(C=C1)OCCN1CCCC1 ([4-Amino-2-[4-(2-pyrrolidin-1-yl-ethoxy)-phenylamino]-thiazol-5-yl]-(3-trifluoromethyl-phenyl)-methanone). RXN SMILES: N#CN.C(O)(=O)C.[NH2:8][C:9]1[N:10]=[C:11]([NH:23][C:24]2[CH:29]=[CH:28][C:27]([O:30][CH2:31][CH2:32][N:33]3[CH2:37][CH2:36][CH2:35][CH2:34]3)=[CH:26][CH:25]=2)[S:12][C:13]=1[C:14]([C:16]1[CH:21]=[CH:20][CH:19]=[C:18](F)[CH:17]=1)=[O:15].BrCC(C1C=CC=C([C:48]([F:51])([F:50])[F:49])C=1)=O>>[NH2:8][C:9]1[N:10]=[C:11]([NH:23][C:24]2[CH:29]=[CH:28][C:27]([O:30][CH2:31][CH2:32][N:33]3[CH2:34][CH2:35][CH2:36][CH2:37]3)=[CH:26][CH:25]=2)[S:12][C:13]=1[C:14]([C:16]1[CH:21]=[CH:20][CH:19]=[C:18]([C:48]([F:51])([F:50])[F:49])[CH:17]=1)=[O:15] |f:1.2|. Reported procedure: This compound was prepared from cyanamide, 1-[2-(isothiocyanato-phenoxy)-ethyl]-pyrrolidine of Example 118 and 2-bromo-1-(3-trifluoromethyl-phenyl)-ethanone of Example 127 following a procedure similar to Example 123. Mass spectrum (ES) MH+=477. The reactants are BrCCBr (1,2-dibromoethane), C([O-])([O-])=O.[K+].[K+] (potassium carbonate), [I-].[K+] (potassium iodide), OC1=C(C=CC=C1)C1=NC(=NO1)C1=CC=CC=C1 (5-(2-hydroxyphenyl)-3-phenyl-1,2,4-oxadiazole). Run in CC(=O)CC (methylethylketone). The product is BrCCOC1=C(C=CC=C1)C1=NC(=NO1)C1=CC=CC=C1 (5-[2-(2-bromoethyl)oxy-phenyl]-3-phenyl-1,2,4-oxadiazole). Reaction SMILES: [OH:1][C:2]1[CH:7]=[CH:6][CH:5]=[CH:4][C:3]=1[C:8]1[O:12][N:11]=[C:10]([C:13]2[CH:18]=[CH:17][CH:16]=[CH:15][CH:14]=2)[N:9]=1.[Br:19][CH2:20][CH2:21]Br.C(=O)([O-])[O-].[K+].[K+].[I-].[K+]>CC(CC)=O>[Br:19][CH2:20][CH2:21][O:1][C:2]1[CH:7]=[CH:6][CH:5]=[CH:4][C:3]=1[C:8]1[O:12][N:11]=[C:10]([C:13]2[CH:14]=[CH:15][CH:16]=[CH:17][CH:18]=2)[N:9]=1 |f:2.3.4,5.6|. Procedure details: 1.85 g of 5-(2-hydroxyphenyl)-3-phenyl-1,2,4-oxadiazole are dissolved in 80 ml of methylethylketone, mixed with 5 ml of 1,2-dibromoethane, 6 g of potassium carbonate and 0.1 g of potassium iodide. The mixture is refluxed for 12 hours and after cooling the precipitate is filtered off. The organic phase is evaporated down in vacuo and chromatographed on silica gel first with toluene, then with dichloromethane as eluant. Yield: 2.3 g (86% of theory). The reactants are OCCCBr, O=C([O-])[O-], CCO, C1CCNCC1, ClCCl, [K+], [K+], O, O. Product: OCCCN1CCCCC1. RXN SMILES: [Br:17][CH2:18][CH2:19][CH2:20][OH:21].[C:1](=[O:2])([O-:3])[O-:4].[CH2:14]([OH:15])[CH3:16].[CH2:7]1[CH2:8][CH2:9][NH:10][CH2:11][CH2:12]1.[Cl:23][CH2:24][Cl:25].[K+:5].[K+:6].[OH2:13].[OH2:22]>>[CH2:7]1[CH2:8][CH2:9][N:10]([CH2:18][CH2:19][CH2:20][OH:21])[CH2:11][CH2:12]1. Starting materials: CC(C)(C)OC(=O)NC1CC(NC(=O)OC(C)(C)C)CN(c2nc3ccc(N)cc3nc2N2CC(NC(=O)OC(C)(C)C)CC(NC(=O)OC(C)(C)C)C2)C1, CCCCCC, CCOC(C)=O, CCOC(C)=O, O=C(Cl)c1ccc([N+](=O)[O-])cc1, CN(C)C=O. Yields the product CC(C)(C)OC(=O)NC1CC(NC(=O)OC(C)(C)C)CN(c2nc3ccc(NC(=O)c4ccc([N+](=O)[O-])cc4)cc3nc2N2CC(NC(=O)OC(C)(C)C)CC(NC(=O)OC(C)(C)C)C2)C1. RXN SMILES: [C:1]([CH3:2])([CH3:3])([CH3:4])[O:5][C:6](=[O:7])[NH:8][CH:9]1[CH2:10][N:11]([c:23]2[n:24][c:25]3[cH:26][cH:27][c:28]([NH2:55])[cH:29][c:30]3[n:31][c:32]2[N:33]2[CH2:34][CH:35]([NH:47][C:48](=[O:49])[O:50][C:51]([CH3:52])([CH3:53])[CH3:54])[CH2:36][CH:37]([NH:39][C:40](=[O:41])[O:42][C:43]([CH3:44])([CH3:45])[CH3:46])[CH2:38]2)[CH2:12][CH:13]([NH:15][C:16](=[O:17])[O:18][C:19]([CH3:20])([CH3:21])[CH3:22])[CH2:14]1.[CH3:68][CH2:69][CH2:70][CH2:71][CH2:72][CH3:73].[CH3:74][CH2:75][O:76][C:77]([CH3:78])=[O:79].[CH3:85][CH2:86][O:87][C:88]([CH3:89])=[O:90].[N+:56](=[O:57])([O-:58])[c:59]1[cH:60][cH:61][c:62]([C:63](=[O:64])[Cl:65])[cH:66][cH:67]1.[O:80]=[CH:81][N:82]([CH3:83])[CH3:84]>>[C:1]([CH3:2])([CH3:3])([CH3:4])[O:5][C:6](=[O:7])[NH:8][CH:9]1[CH2:10][N:11]([c:23]2[n:24][c:25]3[cH:26][cH:27][c:28]([NH:55][C:63]([c:62]4[cH:61][cH:60][c:59]([N+:56](=[O:57])[O-:58])[cH:67][cH:66]4)=[O:64])[cH:29][c:30]3[n:31][c:32]2[N:33]2[CH2:34][CH:35]([NH:47][C:48](=[O:49])[O:50][C:51]([CH3:52])([CH3:53])[CH3:54])[CH2:36][CH:37]([NH:39][C:40](=[O:41])[O:42][C:43]([CH3:44])([CH3:45])[CH3:46])[CH2:38]2)[CH2:12][CH:13]([NH:15][C:16](=[O:17])[O:18][C:19]([CH3:20])([CH3:21])[CH3:22])[CH2:14]1.